Task: describe an organic reaction: reactants, conditions, products, and yield. Dataset: the Open Reaction Database (ORD), a public repository of structured organic reaction records The reactants are ClC[Si](Cl)(Cl)Cl, [Li]c1ccccc1, C1CCOC1. Product: ClC[Si](Cl)(Cl)c1ccccc1. As a reaction SMILES: [Cl:1][CH2:2][Si:3]([Cl:4])([Cl:5])[Cl:6].[Li:7][c:8]1[cH:9][cH:10][cH:11][cH:12][cH:13]1.[O:14]1[CH2:15][CH2:16][CH2:17][CH2:18]1>>[Cl:1][CH2:2][Si:3]([Cl:4])([Cl:6])[c:8]1[cH:9][cH:10][cH:11][cH:12][cH:13]1. The reactants are CC(C)(C)OC(n1cc(C=O)c2cc(ccc12)OCc1ccccc1)=O, CC1=CN=C(C=C1)N, [C-]#[N+]C1CCCCC1. Reagents/catalysts: O=C(O)C(F)(F)F (trifluoroacetic acid). The solvent is CC(C)O (isopropyl alcohol), CC(C)O (isopropylalcohol). Reaction conditions: temperature 22 celsius, time 20 hour. The product is Cc1ccc2nc(c3cn(C(=O)OC(C)(C)C)c4ccc(cc34)OCc3ccccc3)c(NC3CCCCC3)n2c1. The yield is 0.5%. RXN SMILES: CC1=CC=C(N)N=C1.[C-]#[N+]C1CCCCC1.CC(C)(C)OC(=O)N1C=C(C=O)C2=C1C=CC(OCC1=CC=CC=C1)=C2>>CC1=CN2C(C=C1)=NC(C1=CN(C(=O)OC(C)(C)C)C3=C1C=C(OCC1=CC=CC=C1)C=C3)=C2NC1CCCCC1. Reactants: CN(C(=S)Cl)C (dimethylthiocarbamoyl chloride), CN1CCCC1=O (NMP), O (water), BrC=1C=C(C(=CC1)OC)O (4-bromoguaiacol), N12CCN(CC1)CC2 (1,4-diazabicyclo(2.2.2)octane), CN1CCCC1=O (NMP). Conditions: temperature 50 celsius, time 3 hour. Yields the product CN(C(OC1=C(C=C(C=C1)Br)OC)=S)C (O-4-bromo-2-methoxyphenyl dimethylcarbamothioate). RXN SMILES: [Br:1][C:2]1[CH:3]=C(O)C(OC)=CC=1.N12CCN(CC1)C[CH2:12]2.[CH3:19][N:20]([CH3:24])[C:21](Cl)=[S:22].[OH2:25].CN1[C:31](=[O:32])[CH2:30][CH2:29][CH2:28]1>>[CH3:19][N:20]([CH3:24])[C:21](=[S:22])[O:25][C:30]1[CH:29]=[CH:28][C:2]([Br:1])=[CH:3][C:31]=1[O:32][CH3:12]. Procedure details: A mixture of 4-bromoguaiacol (2.05 g, 10.1 mmol) and 1,4-diazabicyclo(2.2.2)octane (1.42 g, 12.6 mmol) in NMP (24 mL) was heated at 50° C. to give a dark-yellow solution. A solution of dimethylthiocarbamoyl chloride (1.37 g, 11.1 mmol) in NMP (2 ml) was added dropwise to the previous solution over 1-2 min. Some precipitated has formed during the addition. The mixture was stirred at 50° C. for 3 h, and then water (25 ml) was added over 5 min at 50° C. The mixture was stirred overnight at r.t., an... Reactants: FC1=NC=C(C(=C1)C(CC(C1=CC=CC=C1)C1=CC=CC=C1)=O)C (1-(2-fluoro-5-methyl-pyridin-4-yl)-3,3-diphenyl-propan-1-one), Cl.NO (hydroxylamine hydrochloride), C(=O)(O)[O-].[Na+] (NaHCO3). The product is FC1=NC=C(C(=C1)C(CC(C1=CC=CC=C1)C1=CC=CC=C1)=NO)C (1-(2-Fluoro-5-methyl-pyridin-4-yl)-3,3-diphenyl-propan-1-one oxime). Reaction SMILES: [F:1][C:2]1[CH:7]=[C:6]([C:8](=O)[CH2:9][CH:10]([C:17]2[CH:22]=[CH:21][CH:20]=[CH:19][CH:18]=2)[C:11]2[CH:16]=[CH:15][CH:14]=[CH:13][CH:12]=2)[C:5]([CH3:24])=[CH:4][N:3]=1.Cl.[NH2:26][OH:27].C([O-])(O)=O.[Na+]>>[F:1][C:2]1[CH:7]=[C:6]([C:8](=[N:26][OH:27])[CH2:9][CH:10]([C:17]2[CH:22]=[CH:21][CH:20]=[CH:19][CH:18]=2)[C:11]2[CH:16]=[CH:15][CH:14]=[CH:13][CH:12]=2)[C:5]([CH3:24])=[CH:4][N:3]=1 |f:1.2,3.4|. Procedure details: In analogy to example 1, step 2, from 1-(2-fluoro-5-methyl-pyridin-4-yl)-3,3-diphenyl-propan-1-one and hydroxylamine hydrochloride in the presence of NaHCO3 was prepared the title compound as a mixture of E and Z isomers (1.5:1) as a white oil, MS (ESI+): m/z=335.1 ([M+H]+). Starting materials: O=C(O)c1cccc(Br)n1, CC1CNCCO1, Cl. Yields the product CC1CN(C(=O)c2cccc(Br)n2)CCO1. As a reaction SMILES: [Br:9][c:10]1[cH:11][cH:12][cH:13][c:14]([C:16](=[O:17])[OH:18])[n:15]1.[CH3:2][CH:3]1[O:4][CH2:5][CH2:6][NH:7][CH2:8]1.[ClH:1]>>[CH3:2][CH:3]1[O:4][CH2:5][CH2:6][N:7]([C:16]([c:14]2[cH:13][cH:12][cH:11][c:10]([Br:9])[n:15]2)=[O:17])[CH2:8]1. Reactants: [Br-], CCCc1c(Cc2ccc(-c3ccccc3C#N)cc2)c(=O)n(C2CCC(OCC(=O)N(C)OC)CC2)c2ccnn12, CCOC(C)=O, CC(C)[Mg+], C1CCOC1. Product: CCCc1c(Cc2ccc(-c3ccccc3C#N)cc2)c(=O)n(C2CCC(OCC(O)C(C)C)CC2)c2ccnn12. RXN SMILES: [Br-:43].[C:1](#[N:2])[c:3]1[c:4](-[c:9]2[cH:10][cH:11][c:12]([CH2:15][c:16]3[c:17](=[O:42])[n:18]([CH:28]4[CH2:29][CH2:30][CH:31]([O:34][CH2:35][C:36](=[O:37])[N:38]([O:39][CH3:40])[CH3:41])[CH2:32][CH2:33]4)[c:19]4[n:20]([c:21]3[CH2:22][CH2:23][CH3:24])[n:25][cH:26][cH:27]4)[cH:13][cH:14]2)[cH:5][cH:6][cH:7][cH:8]1.[CH3:48][CH2:49][O:50][C:51](=[O:52])[CH3:53].[CH:44]([CH3:45])([CH3:46])[Mg+:47].[O:54]1[CH2:55][CH2:56][CH2:57][CH2:58]1>>[C:1](#[N:2])[c:3]1[c:4](-[c:9]2[cH:10][cH:11][c:12]([CH2:15][c:16]3[c:17](=[O:42])[n:18]([CH:28]4[CH2:29][CH2:30][CH:31]([O:34][CH2:35][CH:36]([OH:37])[CH:44]([CH3:45])[CH3:46])[CH2:32][CH2:33]4)[c:19]4[n:20]([c:21]3[CH2:22][CH2:23][CH3:24])[n:25][cH:26][cH:27]4)[cH:13][cH:14]2)[cH:5][cH:6][cH:7][cH:8]1. The reactants are COC(=O)C(=O)c1ccccc1Br, CO, CON, Cl. The product is CON=C(C(=O)OC)c1ccccc1Br. RXN SMILES: [Br:5][c:6]1[c:7]([C:12]([C:13](=[O:14])[O:15][CH3:16])=[O:17])[cH:8][cH:9][cH:10][cH:11]1.[CH3:18][OH:19].[CH3:2][O:3][NH2:4].[ClH:1]>>[CH3:2][O:3][N:4]=[C:12]([c:7]1[c:6]([Br:5])[cH:11][cH:10][cH:9][cH:8]1)[C:13](=[O:14])[O:15][CH3:16]. The reactants are BrC1=CC=C(C=C1)N1[C@@H](CCC1)CC#N ((S)-2-(1-(4-bromophenyl)pyrrolidin-2-yl)acetonitrile), 20A, TEA, CS(=O)(=O)Cl (methanesulfonyl chloride). Run in O (water), C(Cl)Cl (methylene chloride), C(Cl)Cl (methylene chloride). Run at time 1 hour. The product is BrC1=CC=C(C=C1)N1C(CCC1)CS(=O)(=O)C (1-(4-bromophenyl)-2-(methylsulfonylmethyl)pyrrolidine). Isolated yield 105.0%. As a reaction SMILES: [Br:1][C:2]1[CH:7]=[CH:6][C:5]([N:8]2[CH2:12][CH2:11][CH2:10][C@H:9]2[CH2:13]C#N)=[CH:4][CH:3]=1.[CH3:16][S:17](Cl)(=[O:19])=[O:18]>C(Cl)Cl.O>[Br:1][C:2]1[CH:7]=[CH:6][C:5]([N:8]2[CH2:12][CH2:11][CH2:10][CH:9]2[CH2:13][S:17]([CH3:16])(=[O:19])=[O:18])=[CH:4][CH:3]=1. Reported procedure: (S)-2-(1-(4-bromophenyl)pyrrolidin-2-yl)acetonitrile: To a solution of 20A (2 g, 7.81 mmol) in methylene chloride (16 mL) at 0° C. was added TEA (2.177 mL, 15.62 mmol), and methanesulfonyl chloride (0.913 mL, 11.71 mmol). After 1 h, the reaction mixture was diluted with water and methylene chloride. The layers were extracted, and the organic layer was dried and concentrated to give 2.6 g of 1-(4-bromophenyl)-2-(methylsulfonylmethyl)pyrrolidine (8.17 mmol, 105% yield) as a brown oil that was used... Reactants: CCO, O=C(O)c1cn(C2CC2)c2c(F)c(F)c(F)cc2c1=O, CC(=O)NCC1CN(c2ccc3c(c2)CCCNC3)C(=O)O1. Product: CC(=O)NCC1CN(c2ccc3c(c2)CCCN(c2c(F)cc4c(=O)c(C(=O)O)cn(C5CC5)c4c2F)C3)C(=O)O1. As a reaction SMILES: [CH3:43][CH2:44][OH:45].[CH:23]1([n:26]2[cH:27][c:28]([C:40](=[O:41])[OH:42])[c:29](=[O:39])[c:30]3[cH:31][c:32]([F:38])[c:33]([F:37])[c:34]([F:36])[c:35]23)[CH2:24][CH2:25]1.[O:1]=[C:2]1[O:3][CH:4]([CH2:18][NH:19][C:20]([CH3:21])=[O:22])[CH2:5][N:6]1[c:7]1[cH:8][c:9]2[c:10]([cH:16][cH:17]1)[CH2:11][NH:12][CH2:13][CH2:14][CH2:15]2>>[O:1]=[C:2]1[O:3][CH:4]([CH2:18][NH:19][C:20]([CH3:21])=[O:22])[CH2:5][N:6]1[c:7]1[cH:8][c:9]2[c:10]([cH:16][cH:17]1)[CH2:11][N:12]([c:33]1[c:32]([F:38])[cH:31][c:30]3[c:29](=[O:39])[c:28]([C:40](=[O:41])[OH:42])[cH:27][n:26]([CH:23]4[CH2:24][CH2:25]4)[c:35]3[c:34]1[F:36])[CH2:13][CH2:14][CH2:15]2. The reactants are O=C(Cl)COc1ccccc1, O, O=C(O)C1CCCN1, c1ccncc1. Yields the product O=C(O)C1CCCN1C(=O)COc1ccccc1. As a reaction SMILES: [O:15]([c:16]1[cH:17][cH:18][cH:19][cH:20][cH:21]1)[CH2:22][C:23](=[O:24])[Cl:25].[OH2:26].[OH:1][C:2](=[O:3])[CH:4]1[CH2:5][CH2:6][CH2:7][NH:8]1.[cH:9]1[cH:10][cH:11][n:12][cH:13][cH:14]1>>[OH:1][C:2](=[O:3])[CH:4]1[CH2:5][CH2:6][CH2:7][N:8]1[C:23]([CH2:22][O:15][c:16]1[cH:17][cH:18][cH:19][cH:20][cH:21]1)=[O:24].